This data is from the Open Reaction Database (ORD), a public repository of structured organic reaction records. The task is: describe an organic reaction: reactants, conditions, products, and yield The reactants are C1CCNC1, [Cl-], ClCCl, CN(C)C=O, CC(C)N(C)c1cc2c(cc1C(F)(F)F)NC(=O)CC(c1cccc(-n3nncc3CO)c1)=N2, O=S(Cl)Cl. Product: CC(C)N(C)c1cc2c(cc1C(F)(F)F)NC(=O)CC(c1cccc(-n3nncc3CN3CCCC3)c1)=N2. RXN SMILES: [CH2:40]1[CH2:41][CH2:42][NH:43][CH2:44]1.[Cl-:39].[Cl:45][CH2:46][Cl:47].[O:48]=[CH:49][N:50]([CH3:51])[CH3:52].[OH:1][CH2:2][c:3]1[cH:4][n:5][n:6][n:7]1-[c:8]1[cH:9][c:10]([C:14]2=[N:15][c:16]3[c:17]([cH:22][c:23]([C:31]([F:32])([F:33])[F:34])[c:24]([N:26]([CH3:27])[CH:28]([CH3:29])[CH3:30])[cH:25]3)[NH:18][C:19](=[O:21])[CH2:20]2)[cH:11][cH:12][cH:13]1.[S:35]([Cl:36])([Cl:37])=[O:38]>>[CH2:2]([c:3]1[cH:4][n:5][n:6][n:7]1-[c:8]1[cH:9][c:10]([C:14]2=[N:15][c:16]3[c:17]([cH:22][c:23]([C:31]([F:32])([F:33])[F:34])[c:24]([N:26]([CH3:27])[CH:28]([CH3:29])[CH3:30])[cH:25]3)[NH:18][C:19](=[O:21])[CH2:20]2)[cH:11][cH:12][cH:13]1)[N:43]1[CH2:42][CH2:41][CH2:40][CH2:44]1. Starting materials: BrC=1C(=NC=C(C1)F)Cl (3-bromo-2-chloro-5-fluoropyridine), NCC1CCN(CC1)C(=O)OC(C)(C)C (tert-butyl 4-(aminomethyl)piperidine-1-carboxylate), O(C1=CC=CC=C1)C1=CC=C(C=C1)B(O)O ((4-phenoxyphenyl)boronic acid), C(C=C)(=O)Cl (acryloyl chloride). Yields the product FC=1C=C(C(=NC1)NCC1CCN(CC1)C(C=C)=O)C1=CC=C(C=C1)OC1=CC=CC=C1 (1-(4-(((5-fluoro-3-(4-phenoxyphenyl)pyridin-2-yl)amino)methyl)piperidin-1-yl)prop-2-en-1-one). Reaction SMILES: Br[C:2]1[C:3](Cl)=[N:4][CH:5]=[C:6]([F:8])[CH:7]=1.[NH2:10][CH2:11][CH:12]1[CH2:17][CH2:16][N:15]([C:18]([O:20]C(C)(C)C)=O)[CH2:14][CH2:13]1.[O:25]([C:32]1[CH:37]=[CH:36][C:35](B(O)O)=[CH:34][CH:33]=1)[C:26]1[CH:31]=[CH:30][CH:29]=[CH:28][CH:27]=1.[C:41](Cl)(=O)[CH:42]=C>>[F:8][C:6]1[CH:7]=[C:2]([C:29]2[CH:30]=[CH:31][C:26]([O:25][C:32]3[CH:37]=[CH:36][CH:35]=[CH:34][CH:33]=3)=[CH:27][CH:28]=2)[C:3]([NH:10][CH2:11][CH:12]2[CH2:13][CH2:14][N:15]([C:18](=[O:20])[CH:41]=[CH2:42])[CH2:16][CH2:17]2)=[N:4][CH:5]=1. Reported procedure: 1-(4-(((5-fluoro-3-(4-phenoxyphenyl)pyridin-2-yl)amino)methyl)piperidin-1-yl)prop-2-en-1-one was prepared from 3-bromo-2-chloro-5-fluoropyridine, tert-butyl 4-(aminomethyl)piperidine-1-carboxylate, (4-phenoxyphenyl)boronic acid, and acryloyl chloride using methods B, C, D, and F. HPLC purity: 99%. MS: m/z=432 [M+H]+. 1H-NMR (DMSO-d6) δ 8.01 (s, 1H), 7.47-7.45 (m, 4H), 7.32 (d, 1H), 7.21 (t, 1H), 7.12-7.09 (m, 4H), 6.82-6.75 (m, 1H), 6.07 (d, 1H), 5.82 (broad s, 1H), 5.64 (d, 1H), 4.39 (d, 1H), 4... The reactants are C1CCOC1, CC(C)(C)OC(=O)N1CCCC(C(OCCN=[N+]=[N-])c2cccc(Cl)c2)C1, O, c1ccc(P(c2ccccc2)c2ccccc2)cc1. Yields the product CC(C)(C)OC(=O)N1CCCC(C(OCCN)c2cccc(Cl)c2)C1. RXN SMILES: [CH2:47]1[O:48][CH2:49][CH2:50][CH2:51]1.[N:1](=[N+:2]=[N-:3])[CH2:4][CH2:5][O:6][CH:7]([CH:8]1[CH2:9][N:10]([C:14](=[O:15])[O:16][C:17]([CH3:18])([CH3:19])[CH3:20])[CH2:11][CH2:12][CH2:13]1)[c:21]1[cH:22][c:23]([Cl:27])[cH:24][cH:25][cH:26]1.[OH2:52].[c:28]1([P:29]([c:30]2[cH:31][cH:32][cH:33][cH:34][cH:35]2)[c:36]2[cH:37][cH:38][cH:39][cH:40][cH:41]2)[cH:42][cH:43][cH:44][cH:45][cH:46]1>>[NH2:1][CH2:4][CH2:5][O:6][CH:7]([CH:8]1[CH2:9][N:10]([C:14](=[O:15])[O:16][C:17]([CH3:18])([CH3:19])[CH3:20])[CH2:11][CH2:12][CH2:13]1)[c:21]1[cH:22][c:23]([Cl:27])[cH:24][cH:25][cH:26]1. Reaction SMILES: [CH3:25][I:26].[CH3:28][N:29]([CH3:30])[CH:31]=[O:32].[H-:23].[N:1]1([CH2:7][c:8]2[cH:9][c:10]([O:11][CH2:12][CH2:13][CH2:14][NH:15][C:16]([CH2:17][OH:18])=[O:19])[cH:20][cH:21][cH:22]2)[CH2:2][CH2:3][CH2:4][CH2:5][CH2:6]1.[Na+:24].[OH2:27]>>[N:1]1([CH2:7][c:8]2[cH:9][c:10]([O:11][CH2:12][CH2:13][CH2:14][NH:15][C:16]([CH2:17][O:18][CH3:25])=[O:19])[cH:20][cH:21][cH:22]2)[CH2:2][CH2:3][CH2:4][CH2:5][CH2:6]1. Starting materials: CI, CN(C)C=O, [H-], O=C(CO)NCCCOc1cccc(CN2CCCCC2)c1, [Na+], O. The product is COCC(=O)NCCCOc1cccc(CN2CCCCC2)c1.